This data is from the Open Reaction Database (ORD), a public repository of structured organic reaction records. The task is: describe an organic reaction: reactants, conditions, products, and yield Yields the product CNC(/C(=N/OC)/C1=C(C=CC=C1)OC1=CC(=CC=C1)OC1OCCCC1)=O ((E)-N-methyl-2-[2-(3-tetrahydropyran-2-yloxyphenoxy)phenyl]-2-methoxyiminoacetamide). The reactants are COC(C(=NOC)C1=C(C=CC=C1)OC1=CC(=CC=C1)O)=O (methyl-2-[2-(3-hydroxyphenoxy)phenyl]-2-methoxyiminoacetate), CC1=CC=C(C=C1)S(=O)(=O)[O-].C1=CC=[NH+]C=C1 (PPTS), O1CCCC=C1 (dihydropyrane), resultant mixture. Run at time 15 hour. As a reaction SMILES: CO[C:3](=[O:22])[C:4]([C:8]1[CH:13]=[CH:12][CH:11]=[CH:10][C:9]=1[O:14][C:15]1[CH:20]=[CH:19][CH:18]=[C:17]([OH:21])[CH:16]=1)=[N:5][O:6][CH3:7].CC1C=CC(S([O-])(=O)=O)=CC=1.C1C=C[NH+:37]=[CH:36]C=1.[O:40]1[CH:45]=[CH:44][CH2:43][CH2:42][CH2:41]1>ClCCl>[CH3:36][NH:37][C:3](=[O:22])/[C:4](/[C:8]1[CH:13]=[CH:12][CH:11]=[CH:10][C:9]=1[O:14][C:15]1[CH:20]=[CH:19][CH:18]=[C:17]([O:21][CH:45]2[CH2:44][CH2:43][CH2:42][CH2:41][O:40]2)[CH:16]=1)=[N:5]/[O:6][CH3:7] |f:1.2|. Procedure: To a solution of methyl-2-[2-(3-hydroxyphenoxy)phenyl]-2-methoxyiminoacetate (0.25 g) in dichloromethane (10 ml), dihydropyrane (0.3 ml) and PPTS (20 mg) were added, and the resultant mixture was stirred at room temperature for 2 hours. The reaction mixture was diluted with dichloromethane, washed with a saturated aqueous sodium hydrogencarbonate solution, followed by removal of the solvent. The residue was dissolved in methanol (3 ml), and 40% methanolic methylamine (0.5 ml) was added thereto. ... Solvent: ClCCl (dichloromethane), ClCCl (dichloromethane). The reactants are O=C([O-])CCl, N#CCc1ccc(Cl)c(Cl)c1, [NH2-], N, [Na+], [Na]. Yields the product N#CC(CC(=O)O)c1ccc(Cl)c(Cl)c1. As a reaction SMILES: [Cl:12][CH2:13][C:14](=[O:15])[O-:16].[Cl:1][c:2]1[cH:3][c:4]([CH2:9][C:10]#[N:11])[cH:5][cH:6][c:7]1[Cl:8].[NH2-:20].[NH3:18].[Na+:17].[Na:19]>>[Cl:1][c:2]1[cH:3][c:4]([CH:9]([C:10]#[N:11])[CH2:13][C:14](=[O:15])[OH:16])[cH:5][cH:6][c:7]1[Cl:8]. Reactants: CC1=CC=C(C=C1)S(=O)(=O)OCCN(C)C(=O)OC(C)(C)C (2-(tert-butoxycarbonyl(methyl)amino)ethyl 4-methylbenzenesulfonate), BrC=1C=C(C(N(C1)C)=O)NC1=NC(=CC=C1)O (5-Bromo-3-(6-hydroxypyridin-2-ylamino)-1-methylpyridin-2(1H)-one), C(=O)([O-])[O-].[Cs+].[Cs+] (Cs2CO3). Solvent: CN(C)C=O (DMF). Conditions: temperature 100 celsius, time 4 hour. Yields the product BrC=1C=C(C(N(C1)C)=O)NC1=CC=CC(=N1)OCCN(C(OC(C)(C)C)=O)C (tert-butyl 2-(6-(5-bromo-1-methyl-2-oxo-1,2-dihydropyridin-3-ylamino)pyridin-2-yloxy)ethyl(methyl)carbamate). The yield is 22.1%. RXN SMILES: CC1C=CC(S([O:11][CH2:12][CH2:13][N:14]([C:16]([O:18][C:19]([CH3:22])([CH3:21])[CH3:20])=[O:17])[CH3:15])(=O)=O)=CC=1.[Br:23][C:24]1[CH:25]=[C:26]([NH:32][C:33]2[CH:38]=[CH:37][CH:36]=[C:35](O)[N:34]=2)[C:27](=[O:31])[N:28]([CH3:30])[CH:29]=1.C([O-])([O-])=O.[Cs+].[Cs+]>CN(C=O)C>[Br:23][C:24]1[CH:25]=[C:26]([NH:32][C:33]2[N:34]=[C:35]([O:11][CH2:12][CH2:13][N:14]([CH3:15])[C:16](=[O:17])[O:18][C:19]([CH3:20])([CH3:21])[CH3:22])[CH:36]=[CH:37][CH:38]=2)[C:27](=[O:31])[N:28]([CH3:30])[CH:29]=1 |f:2.3.4|. Procedure: A mixture of 112b (3.3 g, 10 mmol), 5-Bromo-3-(6-hydroxypyridin-2-ylamino)-1-methylpyridin-2(1H)-one 101a (7.4 g, 25 mmol) and Cs2CO3 (4.1 g, 12.5 mmol) in DMF (40 mL) was stirred at 100° C. for 4 h. The mixture partitioned between EA and water. The organic layer was separated, dried over Na2SO4, filtered and concentrated to give tert-butyl 2-(6-(5-bromo-1-methyl-2-oxo-1,2-dihydropyridin-3-ylamino)pyridin-2-yloxy)ethyl(methyl)carbamate 112c (1.0 g, 22%) as a yellow solid. ESI-LCMS: m/z=454.9 Reactants: COC1=NC=C(C(=N1)OC)B(O)O (2,4-Dimethoxy-pyrimidine-5-boronic acid), BrC=1C=NC(=CC1)C (3-bromo-6-methylpyridine), C(=O)([O-])[O-].[Na+].[Na+] (Na2CO3), C1=CC=C(C=C1)P(C2=CC=CC=C2)C3=CC=CC=C3 (PPh3). Yield: 62.0%. Reaction SMILES: [CH3:1][O:2][C:3]1[N:8]=[C:7]([O:9][CH3:10])[C:6](B(O)O)=[CH:5][N:4]=1.Br[C:15]1[CH:16]=[N:17][C:18]([CH3:21])=[CH:19][CH:20]=1.C([O-])([O-])=O.[Na+].[Na+].C1C=CC(P(C2C=CC=CC=2)C2C=CC=CC=2)=CC=1>C(O)CC.CC([O-])=O.CC([O-])=O.[Pd+2]>[CH3:1][O:2][C:3]1[N:8]=[C:7]([O:9][CH3:10])[C:6]([C:15]2[CH:16]=[N:17][C:18]([CH3:21])=[CH:19][CH:20]=2)=[CH:5][N:4]=1 |f:2.3.4,7.8.9|. Reagents/catalysts: CC(=O)[O-].CC(=O)[O-].[Pd+2] (Pd(OAc)2). Product: COC1=NC=C(C(=N1)OC)C=1C=NC(=CC1)C (2,4-Dimethoxy-5-(6-methyl-pyridin-3-yl)-pyrimidine). Procedure details: 2,4-Dimethoxy-pyrimidine-5-boronic acid (commercially available from Aldrich, 830 mg, 4.5 mmol) was dissolved in degassed n-PrOH (10 mL) and then 3-bromo-6-methylpyridine (600 mg, 3.5 mmol), Na2CO3 (956 mg, 9 mmol), PPh3 (90 mg, 0.35 mmol) and Pd(OAc)2 (78 mg, 0.35 mmol) were added. The suspension was stirred at reflux for 1.5 hours. The solvent was evaporated under vacuum and the crude was partitioned between water and ethyl acetate. The organic phase was dried (Na2SO4) and evaporated. The crud... Run in C(CC)O (n-PrOH). Reactants: CCCCBr, CC(C)(C)OC(=O)NN, CC#N, CCN(C(C)C)C(C)C. Yields the product CCCCNNC(=O)OC(C)(C)C. RXN SMILES: [Br:19][CH2:20][CH2:21][CH2:22][CH3:23].[C:1]([CH3:2])([CH3:3])([CH3:4])[O:5][C:6]([NH:7][NH2:8])=[O:9].[CH3:24][C:25]#[N:26].[CH:10]([N:11]([CH2:12][CH3:13])[CH:14]([CH3:15])[CH3:16])([CH3:17])[CH3:18]>>[C:1]([CH3:2])([CH3:3])([CH3:4])[O:5][C:6]([NH:7][NH:8][CH2:20][CH2:21][CH2:22][CH3:23])=[O:9]. The reactants are Cl (hydrogen chloride), C(C)(C)(C)OC(=O)N1C[C@H]([C@@H](CC1)NC1=C(C=C(C=C1)Br)[N+](=O)[O-])O ((3R,4R)-4-(4-bromo-2-nitro-phenylamino)-3-hydroxy-piperidine-1-carboxylic acid tert-butyl ester). Solvent: O1CCOCC1 (dioxane), ClCCl (dichloromethane). Reaction conditions: time 16 hour. The product is Cl.BrC1=CC(=C(C=C1)N[C@H]1[C@@H](CNCC1)O)[N+](=O)[O-] ((3R,4R)-4-(4-Bromo-2-nitro-phenylamino)-piperidin-3-ol.hydrochloride salt). Yield: 89.0%. Reaction SMILES: [ClH:1].C(OC([N:9]1[CH2:14][CH2:13][C@@H:12]([NH:15][C:16]2[CH:21]=[CH:20][C:19]([Br:22])=[CH:18][C:17]=2[N+:23]([O-:25])=[O:24])[C@H:11]([OH:26])[CH2:10]1)=O)(C)(C)C>O1CCOCC1.ClCCl>[ClH:1].[Br:22][C:19]1[CH:20]=[CH:21][C:16]([NH:15][C@@H:12]2[CH2:13][CH2:14][NH:9][CH2:10][C@H:11]2[OH:26])=[C:17]([N+:23]([O-:25])=[O:24])[CH:18]=1 |f:4.5|. Procedure: Add 4.0 M hydrogen chloride in dioxane (70 mL) slowly to a solution of (3R,4R)-4-(4-bromo-2-nitro-phenylamino)-3-hydroxy-piperidine-1-carboxylic acid tert-butyl ester (0.027 mol, 11.5 g) in dry dichloromethane (40 mL) at room temperature and stir for 16 h. Filter the precipitate and dry under vacuum to obtain the title compound (8.68 g, 89%) as a yellow solid. 1H NMR (400 MHz, CD3OD) δ 1.81-1.86 (m, 1H), 2.39-2.44 (m, 1H), 3.02-3.07 (m, 1H), 3.18-3.26 (m, 1H), 3.34-3.40 (m, 1H), 3.45 (dd, 1H), 3... Starting materials: CC1(CC(NC2=CC=C(C=C12)C(F)(F)F)C1=C(N)C=CC=C1)C (2-(4,4-dimethyl-6-(trifluoromethyl)-1,2,3,4-tetrahydroquinolin-2-yl)aniline), N1=CC=CC=C1 (pyridine), FC1=C(C=CC=C1)S(=O)(=O)Cl (2-fluorobenzene-1-sulfonyl chloride). The solvent is O (water), ClCCl (dichloromethane). Conditions: time 3 hour. Yields the product CC1(CC(NC2=CC=C(C=C12)C(F)(F)F)C1=C(C=CC=C1)NS(=O)(=O)C1=C(C=CC=C1)F)C (N-(2-(4,4-dimethyl-6-(trifluoromethyl)-1,2,3,4-tetrahydroquinolin-2-yl)phenyl)-2-fluorobenzenesulfonamide). Reaction SMILES: [CH3:1][C:2]1([CH3:23])[C:11]2[C:6](=[CH:7][CH:8]=[C:9]([C:12]([F:15])([F:14])[F:13])[CH:10]=2)[NH:5][CH:4]([C:16]2[CH:22]=[CH:21][CH:20]=[CH:19][C:17]=2[NH2:18])[CH2:3]1.N1C=CC=CC=1.[F:30][C:31]1[CH:36]=[CH:35][CH:34]=[CH:33][C:32]=1[S:37](Cl)(=[O:39])=[O:38]>ClCCl.O>[CH3:1][C:2]1([CH3:23])[C:11]2[C:6](=[CH:7][CH:8]=[C:9]([C:12]([F:13])([F:15])[F:14])[CH:10]=2)[NH:5][CH:4]([C:16]2[CH:22]=[CH:21][CH:20]=[CH:19][C:17]=2[NH:18][S:37]([C:32]2[CH:33]=[CH:34][CH:35]=[CH:36][C:31]=2[F:30])(=[O:39])=[O:38])[CH2:3]1. Procedure details: To a solution of 2-(4,4-dimethyl-6-(trifluoromethyl)-1,2,3,4-tetrahydroquinolin-2-yl)aniline (100 mg, 0.36 mmol) and pyridine (114 mg, 1.44 mmol) in anhydrous dichloromethane (5 mL) was added 2-fluorobenzene-1-sulfonyl chloride (70.1 mg, 0.36 mmol) at ice-bath. After addition, the resulting mixture was stirred at room temperature for 3 h. The reaction mixture was diluted with water, and extracted with dichloromethane. The combined organic layer was dried over anhydrous sodium sulfate, concentrat... Starting materials: Cl.C(C1=CC=CC=C1)OC1=C2CCCC(C2=CC=C1)C(=O)N(CC=1C=NNC1)C=1C=NC(=CC1)C(C)C (5-benzyloxy-N-(6-isopropylpyridin-3-yl)-N-[(pyrazol-4-yl)methyl]-1,2,3,4-tetrahydronaphthalene-1-carboxamide hydrochloride), ClCC=1C=CC(=NC1)OCCOC (5-chloromethyl-2-(2-methoxyethoxy)pyridine). Yields the product C(C1=CC=CC=C1)OC1=C2CCCC(C2=CC=C1)C(=O)N(CC=1C=NN(C1)CC=1C=NC(=CC1)OCCOC)C=1C=NC(=CC1)C(C)C (5-benzyloxy-N-(6-isopropylpyridin-3-yl)-N-[(1-{[6-(2-methoxyethoxy)pyridin-3-yl]methyl}pyrazol-4-yl)methyl]-1,2,3,4-tetrahydronaphthalene-1-carboxamide). Isolated yield 79.0%. Reaction SMILES: Cl.[CH2:2]([O:9][C:10]1[CH:19]=[CH:18][CH:17]=[C:16]2[C:11]=1[CH2:12][CH2:13][CH2:14][CH:15]2[C:20]([N:22]([C:29]1[CH:30]=[N:31][C:32]([CH:35]([CH3:37])[CH3:36])=[CH:33][CH:34]=1)[CH2:23][C:24]1[CH:25]=[N:26][NH:27][CH:28]=1)=[O:21])[C:3]1[CH:8]=[CH:7][CH:6]=[CH:5][CH:4]=1.Cl[CH2:39][C:40]1[CH:41]=[CH:42][C:43]([O:46][CH2:47][CH2:48][O:49][CH3:50])=[N:44][CH:45]=1>>[CH2:2]([O:9][C:10]1[CH:19]=[CH:18][CH:17]=[C:16]2[C:11]=1[CH2:12][CH2:13][CH2:14][CH:15]2[C:20]([N:22]([C:29]1[CH:30]=[N:31][C:32]([CH:35]([CH3:37])[CH3:36])=[CH:33][CH:34]=1)[CH2:23][C:24]1[CH:25]=[N:26][N:27]([CH2:39][C:40]2[CH:45]=[N:44][C:43]([O:46][CH2:47][CH2:48][O:49][CH3:50])=[CH:42][CH:41]=2)[CH:28]=1)=[O:21])[C:3]1[CH:8]=[CH:7][CH:6]=[CH:5][CH:4]=1 |f:0.1|. Procedure details: By the reaction and treatment in the same manner as in Example, 271 using 5-benzyloxy-N-(6-isopropylpyridin-3-yl)-N-[(pyrazol-4-yl)methyl]-1,2,3,4-tetrahydronaphthalene-1-carboxamide hydrochloride (0.78 g) and 5-chloromethyl-2-(2-methoxyethoxy)pyridine (0.61 g) as starting materials, 5-benzyloxy-N-(6-isopropylpyridin-3-yl)-N-[(1-{[6-(2-methoxyethoxy)pyridin-3-yl]methyl}pyrazol-4-yl)methyl]-1,2,3,4-tetrahydronaphthalene-1-carboxamide (0.77 g) was obtained. Starting materials: Br.C1(=CC=CC2=CC=CC=C12)C=1N=C(SC1)N (4-(1-naphthyl)-thiazol-2-ylamine hydrobromide), COC1=CC=C(C=C1)S(=O)(=O)Cl (4-methoxy-benzenesulfonyl chloride), Cl (hydrochloric acid). Solvent: N1=CC=CC=C1 (pyridine). Reaction conditions: time 30 minute. Product: COC1=CC=C(C=C1)S(=O)(=O)NC=1SC=C(N1)C1=CC=CC2=CC=CC=C12 (4-methoxy-N-(4-naphthalen-1-yl-thiazol-2-yl)-benzenesulfonamide). Yield: 79.0%. Reaction SMILES: Br.[C:2]1([C:12]2[N:13]=[C:14]([NH2:17])[S:15][CH:16]=2)[C:11]2[C:6](=[CH:7][CH:8]=[CH:9][CH:10]=2)[CH:5]=[CH:4][CH:3]=1.[CH3:18][O:19][C:20]1[CH:25]=[CH:24][C:23]([S:26](Cl)(=[O:28])=[O:27])=[CH:22][CH:21]=1.Cl>N1C=CC=CC=1>[CH3:18][O:19][C:20]1[CH:21]=[CH:22][C:23]([S:26]([NH:17][C:14]2[S:15][CH:16]=[C:12]([C:2]3[C:11]4[C:6](=[CH:7][CH:8]=[CH:9][CH:10]=4)[CH:5]=[CH:4][CH:3]=3)[N:13]=2)(=[O:28])=[O:27])=[CH:24][CH:25]=1 |f:0.1|. Procedure details: A mixture of 10 g of 4-(1-naphthyl)-thiazol-2-ylamine hydrobromide with 7.4 g of 4-methoxy-benzenesulfonyl chloride was stirred for 16 hours with 40 ml of pyridine. The resulting, red colored suspension was poured into 400 ml of 1N hydrochloric acid and the extracted with ethyl acetate. The organic phases were combined, dried with magnesium sulphate and free from solvent. The residue was dissolved in a mixture of 500 ml of ethanol and 400 ml of 2N sodium hydroxide solution. After the addition of... The reactants are CC1=CC2=C(C=C1)OCC(=O)CO2 (Calone), FC1=CC=C(C=O)C=C1 (4-fluorobenzaldehyde). Yields the product FC1=CC=C(C=C1)\C=C/1\C(/C(/OC2=C(O1)C=CC(=C2)C)=C/C2=CC=C(C=C2)F)=O (2,4-bis[1-(4-fluorophenyl)meth-(Z)-ylidene]-7-methylbenzo[b]-1,4-dioxepin-3-one). Reaction SMILES: [CH3:1][C:2]1[CH:7]=[CH:6][C:5]2[O:8][CH2:9][C:10]([CH2:12][O:13][C:4]=2[CH:3]=1)=[O:11].[F:14][C:15]1[CH:22]=[CH:21][C:18]([CH:19]=O)=[CH:17][CH:16]=1>>[F:14][C:15]1[CH:22]=[CH:21][C:18](/[CH:19]=[C:9]2/[C:10](=[O:11])/[C:12](=[CH:19]/[C:18]3[CH:21]=[CH:22][C:15]([F:14])=[CH:16][CH:17]=3)/[O:13][C:4]3[CH:3]=[C:2]([CH3:1])[CH:7]=[CH:6][C:5]=3[O:8]/2)=[CH:17][CH:16]=1. Procedure: Calone is reacted with 4-fluorobenzaldehyde analogously to the reaction conditions of Example 1, giving 2,4-bis[1-(4-fluorophenyl)meth-(Z)-ylidene]-7-methylbenzo[b]-1,4-dioxepin-3-one.